Task: describe an organic reaction: reactants, conditions, products, and yield. Dataset: the Open Reaction Database (ORD), a public repository of structured organic reaction records The reactants are N1=CC=CC=C1 (pyridine), N(=[N+]=[N-])[C@H]1C[C@@H](O[C@@H]1CO)N1C(=O)NC(=O)C(C)=C1 (3'-azido-3'-deoxythymidine), C(C)(=O)OC(C)=O (acetic anhydride). The solvent is C(Cl)(Cl)Cl (CHCl3). Conditions: time 8 hour. The product is C(C)(=O)OC[C@@H]1[C@H](C[C@@H](O1)N1C(=O)NC(=O)C(C)=C1)N=[N+]=[N-] (5'-O-Acetvl-3'-azido-3'-deoxythymidine). Reaction SMILES: N1C=CC=CC=1.[N:7]([C@@H:10]1[C@@H:14]([CH2:15][OH:16])[O:13][C@@H:12]([N:17]2[CH:25]=[C:23]([CH3:24])[C:21](=[O:22])[NH:20][C:18]2=[O:19])[CH2:11]1)=[N+:8]=[N-:9].[C:26](OC(=O)C)(=[O:28])[CH3:27]>C(Cl)(Cl)Cl>[C:26]([O:16][CH2:15][C@H:14]1[O:13][C@@H:12]([N:17]2[CH:25]=[C:23]([CH3:24])[C:21](=[O:22])[NH:20][C:18]2=[O:19])[CH2:11][C@@H:10]1[N:7]=[N+:8]=[N-:9])(=[O:28])[CH3:27]. Procedure details: To a pyridine (50 ml) solution of 3'-azido-3'-deoxythymidine (5.0 g, 18.7 mmole) 1 was added acetic anhydride dropwise in an ice-water bath. The mixture was allowed to stand overnight in the refrigerator. The solution was then poured into CHCl3 (20 ml), washed with H2O (200 ml×2), with a saturated solution of sodium bicarbonate and then H2O (200 ml×2). The organic layer was then dried (MgSO4). After removing the solvent, a syrup (6.5 g) was obtained.